Dataset: the Open Reaction Database (ORD), a public repository of structured organic reaction records. Task: describe an organic reaction: reactants, conditions, products, and yield Reactants: C(C)OC(C(C)C1=CC(=C(C=C1)N1S(CCC1)(=O)=O)F)=O (2-[4-(1,1-Dioxo-[1,2]thiazolidin-2-yl)-3-fluoro-phenyl]-propionic acid ethyl ester), [Li+].[OH-] (LiOH), Cl (HCl). The solvent is C1CCOC1.O (THF water), C1CCOC1.O (THF water). Conditions: time 15 minute. Yields the product O=S1(N(CCC1)C1=C(C=C(C=C1)C(C(=O)O)C)F)=O (2-[4-(1,1-dioxo-[1,2]thiazolidin-2-yl)-3-fluoro-phenyl]-propionic acid). Yield: 85.8%. As a reaction SMILES: C([O:3][C:4](=[O:21])[CH:5]([C:7]1[CH:12]=[CH:11][C:10]([N:13]2[CH2:17][CH2:16][CH2:15][S:14]2(=[O:19])=[O:18])=[C:9]([F:20])[CH:8]=1)[CH3:6])C.[Li+].[OH-].Cl>C1COCC1.O>[O:19]=[S:14]1(=[O:18])[CH2:15][CH2:16][CH2:17][N:13]1[C:10]1[CH:11]=[CH:12][C:7]([CH:5]([CH3:6])[C:4]([OH:21])=[O:3])=[CH:8][C:9]=1[F:20] |f:1.2,4.5|. Procedure: 2-[4-(1,1-Dioxo-[1,2]thiazolidin-2-yl)-3-fluoro-phenyl]-propionic acid ethyl ester (448 mg, 1.42 mmol) was dissolved in a 2:1 mix of THF/water (2.8 mL+1.4 mL) and stirred for 15 min. 3 equivalents of LiOH (98 mg, 4.26 mmol), which is also dissolved in a 2:1 THF/water mix (1 mL+0.5 mL), are added to this solution. The reaction mixture was stirred overnight under reflux. While cooling, the aqueous phase is set to pH 1 using 4 N aq. HCl and repeatedly extracted with ethyl acetate (3×10 mL). The com... Reactants: COC1=CC=C(C2=CC=CC=C12)O (4-methoxy-1-naphthol), C([O-])([O-])=O.[Na+].[Na+] (sodium carbonate), FC=1C=[N+](C=CC1[N+](=O)[O-])[O-] (3-fluoro-4-nitropyridine-N-oxide), O (water). Solvent: CN(C)C=O (DMF), CN(C)C=O (DMF). Conditions: time 15 minute. Product: COC1=CC=C(C2=CC=CC=C12)OC=1C=[N+](C=CC1[N+](=O)[O-])[O-] (3-(4-Methoxy-1-naphthyloxy)-4-nitropyridine-N-oxide). RXN SMILES: [CH3:1][O:2][C:3]1[C:12]2[C:7](=[CH:8][CH:9]=[CH:10][CH:11]=2)[C:6]([OH:13])=[CH:5][CH:4]=1.C(=O)([O-])[O-].[Na+].[Na+].F[C:21]1[CH:22]=[N+:23]([O-:30])[CH:24]=[CH:25][C:26]=1[N+:27]([O-:29])=[O:28].O>CN(C=O)C>[CH3:1][O:2][C:3]1[C:12]2[C:7](=[CH:8][CH:9]=[CH:10][CH:11]=2)[C:6]([O:13][C:21]2[CH:22]=[N+:23]([O-:30])[CH:24]=[CH:25][C:26]=2[N+:27]([O-:29])=[O:28])=[CH:5][CH:4]=1 |f:1.2.3|. Procedure: To a solution of 4-methoxy-1-naphthol (8.87 g) in 50 ml of DMF was added sodium carbonate (7.8 g) portionwise, and after the addition was complete the mixture was stirred for 15 minutes. Then a solution of 3-fluoro-4-nitropyridine-N-oxide (8.0 g) in 50 ml DMF was added dropwise at room temperature. The reaction was then allowed to proceed for 4 hours at room temperature. The mixture was then poured into water and extracted with ethyl acetate. The organic layer was washed with NaCl (sat) and drie... Starting materials: [Li]CCCC, C1CCOC1, Cn1cnc(-c2ccccc2)c1C=O, C[Si](C)(C)C=[N+]=[N-], [Cl-], [NH4+]. The product is C#Cc1c(-c2ccccc2)ncn1C. As a reaction SMILES: [CH2:1]([Li:2])[CH2:3][CH2:4][CH3:5].[CH2:29]1[O:30][CH2:31][CH2:32][CH2:33]1.[CH3:13][n:14]1[cH:15][n:16][c:17](-[c:21]2[cH:22][cH:23][cH:24][cH:25][cH:26]2)[c:18]1[CH:19]=[O:20].[CH3:6][Si:7]([CH:8]=[N+:9]=[N-:10])([CH3:11])[CH3:12].[Cl-:27].[NH4+:28]>>[CH:1]#[C:19][c:18]1[n:14]([CH3:13])[cH:15][n:16][c:17]1-[c:21]1[cH:22][cH:23][cH:24][cH:25][cH:26]1. Starting materials: O (water), C([O-])([O-])=O.[K+].[K+] (potassium carbonate), CN(CCN)C (N,N-dimethylethylenediamine), FC1=C(C=C(C=C1)C=1OC2=C(N1)C=CC=C2)[N+](=O)[O-] (2-(4-fluoro-3-nitrophenyl)benzoxazole). The solvent is C(C)#N (acetonitrile). Yields the product CN(CCNC1=C(C=C(C=C1)C=1OC2=C(N1)C=CC=C2)[N+](=O)[O-])C (N-(2-dimethylaminoethyl)-4-(benzoxazol-2-yl)-2-nitroaniline). Yield: 94.9%. As a reaction SMILES: F[C:2]1[CH:7]=[CH:6][C:5]([C:8]2[O:9][C:10]3[CH:16]=[CH:15][CH:14]=[CH:13][C:11]=3[N:12]=2)=[CH:4][C:3]=1[N+:17]([O-:19])=[O:18].C(=O)([O-])[O-].[K+].[K+].[CH3:26][N:27]([CH3:31])[CH2:28][CH2:29][NH2:30].O>C(#N)C>[CH3:26][N:27]([CH3:31])[CH2:28][CH2:29][NH:30][C:2]1[CH:7]=[CH:6][C:5]([C:8]2[O:9][C:10]3[CH:16]=[CH:15][CH:14]=[CH:13][C:11]=3[N:12]=2)=[CH:4][C:3]=1[N+:17]([O-:19])=[O:18] |f:1.2.3|. Procedure: To a suspension of 2-(4-fluoro-3-nitrophenyl)benzoxazole (see Working Example 15-2) (200 mg, 0.775 mmol) in acetonitrile (5 mL) was added potassium carbonate (214 mg, 1.55 mmol) and N,N-dimethylethylenediamine (82 mg, 0.93 mmol), and this was heated to reflux for 3 hours. After the reaction was complete, this was cooled to room temperature, water was added, and after the precipitated crystals were filtered and washed with water, they were dried to yield the title compound (240 mg, 95% yield) as ... Reactants: CCO, NC(=O)c1ccc(-c2ncccc2C(F)(F)F)cc1[N+](=O)[O-]. The product is NC(=O)c1ccc(-c2ncccc2C(F)(F)F)cc1N. Reaction SMILES: [CH3:23][CH2:24][OH:25].[N+:1]([O-:2])(=[O:3])[c:4]1[c:5]([C:6](=[O:7])[NH2:8])[cH:9][cH:10][c:11](-[c:13]2[n:14][cH:15][cH:16][cH:17][c:18]2[C:19]([F:20])([F:21])[F:22])[cH:12]1>>[NH2:1][c:4]1[c:5]([C:6](=[O:7])[NH2:8])[cH:9][cH:10][c:11](-[c:13]2[n:14][cH:15][cH:16][cH:17][c:18]2[C:19]([F:20])([F:21])[F:22])[cH:12]1. The reactants are BrC=1C=CC=2C3=C(C(=NC2C1)N)N=C(N3C[C@@H]3OC(OC3)(C)C)COCC ((S)-7-Bromo-1-[(2,2-dimethyl-1,3-dioxolan-4-yl)methyl]-2-ethoxymethyl-1H-imidazo[4,5-c]quinolin-4-amine), B1(OCCCO1)C2=CN=CC=C2 (pyridine-3-boronic acid 1,3-propanediol cyclic ester). Reported procedure: (S)-7-Bromo-1-[(2,2-dimethyl-1,3-dioxolan-4-yl)methyl]-2-ethoxymethyl-1H-imidazo[4,5-c]quinolin-4-amine (2.65 g, 6.09 mmol) and pyridine-3-boronic acid 1,3-propanediol cyclic ester (1.19 g, 7.30 mmol) were coupled according to the method described in Examples 118–121. The work-up procedure described in Part F of Examples 125–135 was followed. The crude product was purified by HPFC (eluting with chloroform:CMA in a gradient from 100:0 to 80:20) followed by recrystallization from acetonitriled to ... As a reaction SMILES: Br[C:2]1[CH:3]=[CH:4][C:5]2[C:6]3[N:15]([CH2:16][C@H:17]4[CH2:21][O:20][C:19]([CH3:23])([CH3:22])[O:18]4)[C:14]([CH2:24][O:25][CH2:26][CH3:27])=[N:13][C:7]=3[C:8]([NH2:12])=[N:9][C:10]=2[CH:11]=1.B1([C:34]2[CH:39]=[CH:38][CH:37]=[N:36][CH:35]=2)OCCCO1>>[CH3:22][C:19]1([CH3:23])[O:18][C@@H:17]([CH2:16][N:15]2[C:6]3[C:5]4[CH:4]=[CH:3][C:2]([C:34]5[CH:35]=[N:36][CH:37]=[CH:38][CH:39]=5)=[CH:11][C:10]=4[N:9]=[C:8]([NH2:12])[C:7]=3[N:13]=[C:14]2[CH2:24][O:25][CH2:26][CH3:27])[CH2:21][O:20]1. The product is CC1(OC[C@@H](O1)CN1C(=NC=2C(=NC=3C=C(C=CC3C21)C=2C=NC=CC2)N)COCC)C ((S)-1-[(2,2-dimethyl-1,3-dioxolan-4-yl)methyl]-2-ethoxymethyl-7-(pyridin-3-yl)-1H-imidazo[4,5-c]quinolin-4-amine). Isolated yield 54.2%. Starting materials: ClC1=C(N)C(=CC=C1)[N+](=O)[O-] (2-Chloro-6-nitroaniline), N1=CC=CC=C1 (pyridine), ferrous sulfate, N (ammonia), N (ammonia), C1(CC1)C(=O)Cl (cyclopropanecarbonyl chloride). Solvent: CC(=O)N(C)C (DMA), O (water), O (Water), CO (methanol). Conditions: temperature 50 celsius, time 3 hour. Product: ClC1=CC=CC=2N=C(NC21)C2CC2 (4-Chloro-2-cyclopropylbenzimidazole). The yield is 35.8%. As a reaction SMILES: [Cl:1][C:2]1[CH:8]=[CH:7][CH:6]=[C:5]([N+:9]([O-])=O)[C:3]=1[NH2:4].N1[CH:17]=[CH:16][CH:15]=[CH:14]C=1.C1(C(Cl)=O)CC1.N>CC(N(C)C)=O.O.CO>[Cl:1][C:2]1[C:3]2[NH:4][C:14]([CH:15]3[CH2:17][CH2:16]3)=[N:9][C:5]=2[CH:6]=[CH:7][CH:8]=1. Procedure details: 2-Chloro-6-nitroaniline (3.00 g, 17.4 mmol) and pyridine (7.0 mL, 86.9 mmol) were dissolved in DMA (17 mL), cyclopropanecarbonyl chloride (4.0 mL, 43.5) was added and the mixture was stirred at 50° C. for 3 hr. To the mixture were added methanol (10 mL) and aqueous ammonia (9 mL), and the mixture was stirred at room temperature for 30 min. Water (10 mL) was added, and the precipitated solid was collected by filtration. The solid was suspended in ethanol (38 mL) and water (38 mL), ferrous sulfate...